The task is: describe an organic reaction: reactants, conditions, products, and yield. This data is from the Open Reaction Database (ORD), a public repository of structured organic reaction records. Reactants: [N+](=O)([O-])C12CCCCC2CCCC1=O (8a-nitrodecahydronapthalen-1-one), [BH4-].[Na+] (sodium borohydride), CCOCC (ether), Cl (HCl). Run in CO (MeOH). Conditions: time 0.5 hour. Product: Cl.OC1CCCC2CCCCC12[N+](=O)[O-] (1-Hydroxy-8a-nitrodecahydronapthalene hydrochloride). Reaction SMILES: [N+:1]([C:4]12[C:13](=[O:14])[CH2:12][CH2:11][CH2:10][CH:9]1[CH2:8][CH2:7][CH2:6][CH2:5]2)([O-:3])=[O:2].[BH4-].[Na+].CCOCC.[ClH:22]>CO>[ClH:22].[OH:14][CH:13]1[C:4]2([N+:1]([O-:3])=[O:2])[CH:9]([CH2:8][CH2:7][CH2:6][CH2:5]2)[CH2:10][CH2:11][CH2:12]1 |f:1.2,6.7|. Procedure details: To a solution of 8a-nitrodecahydronapthalen-1-one [P. Dampawan and W. W. Zajac Jr. Synthesis, 545, 1983] (1.2 g, 6.1 mmol) in MeOH (10 ml) at 0° C., add sodium borohydride (0.09 g) and warm to RT. After 0.5 hr, add ether and 1N HCl. Dry and concentrate the organic layer. Dissolve the residue in EtOH (50 ml) and add this to Raney Nickel (1.2 g, wet weight) and place under 60 psi of H2 at 55° C. After 24 hr., filter though celite and concentrate to dryness. Dissolve the resultant oil in Et2O add d... Starting materials: C(C1=CC=CC=C1)OC(=O)N1CCC(CC1)C(CC)=O (3-(N-benzyloxycarbonylpiperidin-4-yl)-3-oxopropane), Br (HBr), BrBr (bromine). The solvent is CO (CH3OH), C(=O)(O)[O-].[Na+] (NaHCO3). Run at time 8 hour. The product is BrC(C)C(=O)C1CCN(CC1)C(=O)OCC1=CC=CC=C1 (2-bromo-3-(N-benzyloxycarbonylpiperidin-4-yl)-3-oxopropane). RXN SMILES: [CH2:1]([O:8][C:9]([N:11]1[CH2:16][CH2:15][CH:14]([C:17](=[O:20])[CH2:18][CH3:19])[CH2:13][CH2:12]1)=[O:10])[C:2]1[CH:7]=[CH:6][CH:5]=[CH:4][CH:3]=1.[BrH:21].BrBr>CO.C([O-])(O)=O.[Na+]>[Br:21][CH:18]([C:17]([CH:14]1[CH2:15][CH2:16][N:11]([C:9]([O:8][CH2:1][C:2]2[CH:3]=[CH:4][CH:5]=[CH:6][CH:7]=2)=[O:10])[CH2:12][CH2:13]1)=[O:20])[CH3:19] |f:4.5|. Reported procedure: To a solution of 3 (3.3 g, 11.6 mmol) in CH3OH (50 ml) under Ar with 48% HBr (100 μL) was added dropwise at room temperature bromine (1.9 g, 11.8 mmol). After stirring overnight, the solution was poured in saturated NaHCO3 and the aqueous solution extracted with EtOAc (3×). The combined organic extracts were backwashed with brine, dried, filtered and concentrated to dryness to yield 4.3 g of 4.